From a dataset of the Open Reaction Database (ORD), a public repository of structured organic reaction records. describe an organic reaction: reactants, conditions, products, and yield Starting materials: ClC1=C(C=CC(=C1)I)CNC(=O)C1CC1 (N-[(2-chloro-4-iodophenyl)methyl]cyclopropanecarboxamide), C(=O)[O-].[Na+] (sodium formate), dichlorobis(triphenylphosphine) palladium (II). The solvent is C(C)(=O)OCC (ethyl acetate), CN(C=O)C (N,N-dimethylformamide). Conditions: temperature 90 celsius, time 1 hour. Yields the product ClC1=C(C=CC(=C1)C=O)CNC(=O)C1CC1 (N-[(2-chloro-4-formylphenyl)methyl]cyclopropanecarboxamide). Yield: 77.0%. RXN SMILES: [Cl:1][C:2]1[CH:7]=[C:6](I)[CH:5]=[CH:4][C:3]=1[CH2:9][NH:10][C:11]([CH:13]1[CH2:15][CH2:14]1)=[O:12].[CH:16]([O-])=[O:17].[Na+]>CN(C)C=O.C(OCC)(=O)C>[Cl:1][C:2]1[CH:7]=[C:6]([CH:16]=[O:17])[CH:5]=[CH:4][C:3]=1[CH2:9][NH:10][C:11]([CH:13]1[CH2:15][CH2:14]1)=[O:12] |f:1.2|. Procedure details: In a solution of 2.20 g of N-[(2-chloro-4-iodophenyl)methyl]cyclopropanecarboxamide and 0.57 g of sodium formate in 20 mL of N,N-dimethylformamide in an autoclave, 0.26 g of dichlorobis(triphenylphosphine) palladium (II) was added, and stirred under carbon monoxide atmosphere of 1.5 MPa at 90° C. for 1 hour. After the completion of the reaction, the reaction mixture was left and cooled to room temperature, and diluted with 60 mL of ethyl acetate and washed with water (30 mL×2). The organic phase... Starting materials: CO, O=NCNC1=Nc2ccc(Cl)cc2C(c2ccccc2)=[N+]([O-])C1, NN, C1CCOC1. Yields the product NNC1=Nc2ccc(Cl)cc2C(c2ccccc2)=[N+]([O-])C1. As a reaction SMILES: [CH3:31][OH:32].[Cl:3][c:4]1[cH:5][cH:6][c:7]2[c:8]([cH:25]1)[C:9]([c:19]1[cH:20][cH:21][cH:22][cH:23][cH:24]1)=[N+:10]([O-:18])[CH2:11][C:12]([NH:14][CH2:15][N:16]=[O:17])=[N:13]2.[NH2:1][NH2:2].[O:26]1[CH2:27][CH2:28][CH2:29][CH2:30]1>>[NH2:1][NH:14][C:12]1=[N:13][c:7]2[cH:6][cH:5][c:4]([Cl:3])[cH:25][c:8]2[C:9]([c:19]2[cH:20][cH:21][cH:22][cH:23][cH:24]2)=[N+:10]([O-:18])[CH2:11]1. Reactants: COc1c(CC(C)(C#N)c2ccc(NS(C)(=O)=O)cc2)cc(Br)cc1C(C)(C)C, CO, [NH4+], [OH-]. Product: COc1c(CC(C)(CN)c2ccc(NS(C)(=O)=O)cc2)cc(Br)cc1C(C)(C)C. As a reaction SMILES: [Br:1][c:2]1[cH:3][c:4]([C:26]([CH3:27])([CH3:28])[CH3:29])[c:5]([O:24][CH3:25])[c:6]([CH2:8][C:9]([CH3:10])([C:11]#[N:12])[c:13]2[cH:14][cH:15][c:16]([NH:19][S:20](=[O:21])(=[O:22])[CH3:23])[cH:17][cH:18]2)[cH:7]1.[CH3:32][OH:33].[NH4+:31].[OH-:30]>>[Br:1][c:2]1[cH:3][c:4]([C:26]([CH3:27])([CH3:28])[CH3:29])[c:5]([O:24][CH3:25])[c:6]([CH2:8][C:9]([CH3:10])([CH2:11][NH2:12])[c:13]2[cH:14][cH:15][c:16]([NH:19][S:20](=[O:21])(=[O:22])[CH3:23])[cH:17][cH:18]2)[cH:7]1. Starting materials: CC(=O)C1=CC=C(C=C1)C(F)(F)F (4-(trifluoromethyl) acetophenone), N1CCCC1 (pyrrolidine), CC1=NC(=C(C(=N1)Cl)[N+](=O)[O-])Cl (2-methyl-4,6-dichloro-5-nitropyrimidine), C(C)(C)N(C(C)C)CC (N,N-diisopropylethylamine), N1CCCCC1 (piperidine), Cl[Sn]Cl (SnCl2), FC(C1=CC=C(C=C1)C(=C)N1CCCC1)(F)F ([1-[4-(trifluoromethyl)phenyl]vinyl]pyrrolidine). Reagents/catalysts: Cl[Ti](Cl)(Cl)Cl (TiCl4). Solvent: CN(C)C=O (DMF), CCN(CC)CC (NEt3). Product: CC1NCCC(C1)C1=NC=C2C(N1)=CC(=N2)C2=CC=C(C=C2)C(F)(F)F (2-methyl-4-piperidyl-6-[4-(trifluoromethyl)phenyl]pyrrolo[3,2-d]pyrimidine). Yield: 14.0%. RXN SMILES: [F:1][C:2]([F:17])([F:16])[C:3]1[CH:8]=[CH:7][C:6]([C:9]([N:11]2[CH2:15][CH2:14][CH2:13]C2)=C)=[CH:5][CH:4]=1.CC(C1C=CC(C(F)(F)F)=CC=1)=O.N1CCCC1.[CH3:36][C:37]1[N:42]=C(Cl)C([N+]([O-])=O)=[C:39](Cl)[N:38]=1.C([N:51]([CH2:55][CH3:56])[CH:52]([CH3:54])[CH3:53])(C)C.N1CCCCC1.Cl[Sn]Cl>CN(C=O)C.Cl[Ti](Cl)(Cl)Cl.CCN(CC)CC>[CH3:54][CH:52]1[CH2:53][CH:36]([C:37]2[NH:42][C:14]3=[CH:13][C:9]([C:6]4[CH:5]=[CH:4][C:3]([C:2]([F:1])([F:16])[F:17])=[CH:8][CH:7]=4)=[N:11][C:15]3=[CH:39][N:38]=2)[CH2:56][CH2:55][NH:51]1. Procedure details: Using the method described in Example 30 by employing [1-[4-(trifluoromethyl)phenyl]vinyl]pyrrolidine (freshly prepared before use from 4-(trifluoromethyl) acetophenone (Aldrich Chemical Company), pyrrolidine and TiCl4 (1.21 g, 5.02 mmol), 2-methyl-4,6-dichloro-5-nitropyrimidine (Example 76(b)) (1.00 g, 5.02 mmol), N,N-diisopropylethylamine (0.9 mL, 5.02 mmol), piperidine (0.8 mL, 8.0 mmol), NEt3 (1.0 mL) and SnCl2 (15 mL of a 2 M soln in DMF). The residue was purified by flash chromatography on... The reactants are C1CCOC1, CCOC(=O)c1cc(C)nn1-c1ccc2onc(N)c2c1, [Na+], [OH-]. Product: Cc1cc(C(=O)O)n(-c2ccc3onc(N)c3c2)n1. RXN SMILES: [CH2:24]1[O:25][CH2:26][CH2:27][CH2:28]1.[NH2:1][c:2]1[n:3][o:4][c:5]2[c:6]1[cH:7][c:8](-[n:11]1[n:12][c:13]([CH3:21])[cH:14][c:15]1[C:16](=[O:17])[O:18][CH2:19][CH3:20])[cH:9][cH:10]2.[Na+:23].[OH-:22]>>[NH2:1][c:2]1[n:3][o:4][c:5]2[c:6]1[cH:7][c:8](-[n:11]1[n:12][c:13]([CH3:21])[cH:14][c:15]1[C:16](=[O:17])[OH:18])[cH:9][cH:10]2. The reactants are COCOCc1nc(-c2ccccc2)oc1COc1ccc(OCc2nc(-c3ccccc3)oc2C)cc1, Cl, C1CCOC1, O. Yields the product Cc1oc(-c2ccccc2)nc1COc1ccc(OCc2oc(-c3ccccc3)nc2CO)cc1. RXN SMILES: [CH3:1][O:2][CH2:3][O:4][CH2:5][c:6]1[n:7][c:8](-[c:33]2[cH:34][cH:35][cH:36][cH:37][cH:38]2)[o:9][c:10]1[CH2:11][O:12][c:13]1[cH:14][cH:15][c:16]([O:19][CH2:20][c:21]2[n:22][c:23](-[c:27]3[cH:28][cH:29][cH:30][cH:31][cH:32]3)[o:24][c:25]2[CH3:26])[cH:17][cH:18]1.[ClH:39].[O:40]1[CH2:41][CH2:42][CH2:43][CH2:44]1.[OH2:45]>>[OH:4][CH2:5][c:6]1[n:7][c:8](-[c:33]2[cH:34][cH:35][cH:36][cH:37][cH:38]2)[o:9][c:10]1[CH2:11][O:12][c:13]1[cH:14][cH:15][c:16]([O:19][CH2:20][c:21]2[n:22][c:23](-[c:27]3[cH:28][cH:29][cH:30][cH:31][cH:32]3)[o:24][c:25]2[CH3:26])[cH:17][cH:18]1.